Task: describe an organic reaction: reactants, conditions, products, and yield. Dataset: the Open Reaction Database (ORD), a public repository of structured organic reaction records Reactants: COC(=O)N1CCc2c(oc3ccccc23)C1, Cl. The product is c1ccc2c3c(oc2c1)CNCC3. Reaction SMILES: [CH2:1]1[N:2]([C:14]([O:15][CH3:16])=[O:17])[CH2:3][CH2:4][c:5]2[c:6]1[o:7][c:8]1[c:9]2[cH:10][cH:11][cH:12][cH:13]1.[ClH:18]>>[CH2:1]1[NH:2][CH2:3][CH2:4][c:5]2[c:6]1[o:7][c:8]1[c:9]2[cH:10][cH:11][cH:12][cH:13]1. The reactants are Cl, Nc1ccc(OC(F)(F)F)cc1C(=O)O, [I-], [K+], O=N[O-], [Na+], O, O=S(=O)(O)O. Product: O=C(O)c1cc(OC(F)(F)F)ccc1I. RXN SMILES: [ClH:16].[F:1][C:2]([O:3][c:4]1[cH:5][cH:6][c:7]([NH2:13])[c:8]([C:9](=[O:10])[OH:11])[cH:12]1)([F:14])[F:15].[I-:22].[K+:21].[N:17]([O-:18])=[O:19].[Na+:20].[OH2:23].[S:24](=[O:25])(=[O:26])([OH:27])[OH:28]>>[F:1][C:2]([O:3][c:4]1[cH:5][cH:6][c:7]([I:22])[c:8]([C:9](=[O:10])[OH:11])[cH:12]1)([F:14])[F:15]. The reactants are CC=1C=NC2=C3N=CC(=C(C3=CC=C2C1C)C)C (3,4,7,8-tetramethylphenantroline), C1(CCC1)N1CCN(CCC1)C(=O)N1CC(C1)O (1-[(4-cyclobutyl-1,4-diazepan-1-yl)carbonyl]azetidin-3-ol), BrC=1C=C2C=CC(=NC2=CC1)C (6-bromo-2-methylquinoline). The product is C1(CCC1)N1CCN(CCC1)C(=O)N1CC(C1)OC=1C=C2C=CC(=NC2=CC1)C (6-({1-[(4-cyclobutyl-1,4-diazepan-1-yl)carbonyl]azetidin-3-yl}oxy)-2-methylquinoline). RXN SMILES: CC1C=NC2C(C=1C)=CC=C1C=2N=CC(C)=C1C.[CH:19]1([N:23]2[CH2:29][CH2:28][CH2:27][N:26]([C:30]([N:32]3[CH2:35][CH:34]([OH:36])[CH2:33]3)=[O:31])[CH2:25][CH2:24]2)[CH2:22][CH2:21][CH2:20]1.Br[C:38]1[CH:39]=[C:40]2[C:45](=[CH:46][CH:47]=1)[N:44]=[C:43]([CH3:48])[CH:42]=[CH:41]2>>[CH:19]1([N:23]2[CH2:29][CH2:28][CH2:27][N:26]([C:30]([N:32]3[CH2:33][CH:34]([O:36][C:38]4[CH:39]=[C:40]5[C:45](=[CH:46][CH:47]=4)[N:44]=[C:43]([CH3:48])[CH:42]=[CH:41]5)[CH2:35]3)=[O:31])[CH2:25][CH2:24]2)[CH2:22][CH2:21][CH2:20]1. Reported procedure: In a similar fashion (Route 21, GP J) except for replacing phenantroline with 3,4,7,8-tetramethylphenantroline, 1-[(4-cyclobutyl-1,4-diazepan-1-yl)carbonyl]azetidin-3-ol (128 mg, 0.51 mmol) and 6-bromo-2-methylquinoline (224 mg, 1.01 mmol) gave the title compound as brown oil after purification by FCC (52 mg, 25%). Reactants: [OH-].[Na+] (NaOH), NC=1N=CC2=C(N1)NC(S2)=S (5-amino-3H-thiazolo[4,5-d]pyrimidin-2-thione), Cl (HCl), OO (H2O2). The solvent is O (water). Run at temperature 25 celsius. The product is NC=1N=CC2=C(N1)NC(S2)=O (5-amino-3H-thiazolo[4,5-d]pyrimidin-2-one). Yield: 61.8%. As a reaction SMILES: [OH-:1].[Na+].[NH2:3][C:4]1[N:5]=[CH:6][C:7]2[S:12][C:11](=S)[NH:10][C:8]=2[N:9]=1.OO.Cl>O>[NH2:3][C:4]1[N:5]=[CH:6][C:7]2[S:12][C:11](=[O:1])[NH:10][C:8]=2[N:9]=1 |f:0.1|. Procedure details: To a solution of NaOH (0.6 g, 15 mmol, 3 eq) in water (20 ml) was added 5-amino-3H-thiazolo[4,5-d]pyrimidin-2-thione (0.92 g, 5 mmol, 1.0 eq). The mixture was stirred to dissolve. An aqueous solution of H2O2 (0.68 g, 2.3 ml (30%), 20 mmol, 4 eq) was slowly added dropwise to the above solution, keeping the temperature below 50° C. The reaction was then cooled down to room temperature (about 25° C.). Concentrated HCl (37%, 6 ml) was added to the above solution until the pH is less than 1. The mixt... Starting materials: Cl.BrC1=CC=C2CCN=CC2=C1 (7-bromo-3,4-dihydro-isoquinoline hydrochloride), [BH4-].[Na+] (sodium borohydride). Run in O (water). Run at temperature 50 celsius. The product is BrC1=CC=C2CCNCC2=C1 (7-Bromo-1,2,3,4-tetrahydroisoquinoline). Yield: 91.7%. Reaction SMILES: Cl.[Br:2][C:3]1[CH:12]=[C:11]2[C:6]([CH2:7][CH2:8][N:9]=[CH:10]2)=[CH:5][CH:4]=1.[BH4-].[Na+]>O>[Br:2][C:3]1[CH:12]=[C:11]2[C:6]([CH2:7][CH2:8][NH:9][CH2:10]2)=[CH:5][CH:4]=1 |f:0.1,2.3|. Procedure details: A total of 219 g (0.89 mol) of 7-bromo-3,4-dihydro-isoquinoline hydrochloride and 1.5 liters of water were combined and heated to 50° C. A total of 33.7 g (0.89 mol) of sodium borohydride was added in portions over 0.5 hours during which time the temperature rose to 62° C. The reaction was then cooled to ambient temperature and extracted three times with 1 liter of methylene chloride. The combined organic layers were washed with 1 liter of saturated sodium chloride solution, dried over anhydrous... The reactants are BrC(Br)(Br)Br, CC(c1ccccc1)N1CC(CCO)(C(=O)OC(C)(C)C)C(F)C1=O, ClCCl, c1ccc(P(c2ccccc2)c2ccccc2)cc1. The product is CC(c1ccccc1)N1CC(CCBr)(C(=O)OC(C)(C)C)C(F)C1=O. As a reaction SMILES: [C:1]([Br:2])([Br:3])([Br:4])[Br:5].[C:25]([CH3:26])([CH3:27])([CH3:28])[O:29][C:30](=[O:31])[C:32]1([CH2:47][CH2:48][OH:49])[CH2:33][N:34]([CH:39]([CH3:40])[c:41]2[cH:42][cH:43][cH:44][cH:45][cH:46]2)[C:35](=[O:38])[CH:36]1[F:37].[Cl:50][CH2:51][Cl:52].[c:6]1([P:7]([c:8]2[cH:9][cH:10][cH:11][cH:12][cH:13]2)[c:14]2[cH:15][cH:16][cH:17][cH:18][cH:19]2)[cH:20][cH:21][cH:22][cH:23][cH:24]1>>[CH2:1]([Br:5])[CH2:47][C:32]1([C:30]([O:29][C:25]([CH3:26])([CH3:27])[CH3:28])=[O:31])[CH2:33][N:34]([CH:39]([CH3:40])[c:41]2[cH:42][cH:43][cH:44][cH:45][cH:46]2)[C:35](=[O:38])[CH:36]1[F:37].